Dataset: the Open Reaction Database (ORD), a public repository of structured organic reaction records. Task: describe an organic reaction: reactants, conditions, products, and yield The reactants are C(C)N (ethylamine), Cl.CN1C(=C(C(C(=C1C)C)=O)OCC1=CC=CC=C1)OC (1,6-dimethyl-2-methoxy-methyl-3-benzyloxy-pyridin-4(1H)-one hydrochloride), COCC=1OC(=CC(C1OCC1=CC=CC=C1)=O)C (2-(1-methoxymethyl)-3-benzyloxy-6-methyl-pyran-4(1H)-one). Yields the product Cl.C(C)N1C(=C(C(C=C1C)=O)OCC1=CC=CC=C1)COC (1-Ethyl-2-methoxymethyl-3-benzyloxy-6-methyl-pyridin-4(1H)-one hydrochloride), product. Isolated yield 45.7%. Reaction SMILES: [ClH:1].C[N:3]1C(C)=C(C)C(=O)[C:5](OCC2C=CC=CC=2)=[C:4]1OC.[CH3:22][O:23][CH2:24][C:25]1O[C:27]([CH3:40])=[CH:28][C:29](=[O:39])[C:30]=1[O:31][CH2:32][C:33]1[CH:38]=[CH:37][CH:36]=[CH:35][CH:34]=1.C(N)C>>[ClH:1].[CH2:4]([N:3]1[C:27]([CH3:40])=[CH:28][C:29](=[O:39])[C:30]([O:31][CH2:32][C:33]2[CH:34]=[CH:35][CH:36]=[CH:37][CH:38]=2)=[C:25]1[CH2:24][O:23][CH3:22])[CH3:5] |f:0.1,4.5|. Procedure: The title compound was prepared by the method outlined for 1,6-dimethyl-2-methoxy-methyl-3-benzyloxy-pyridin-4(1H)-one hydrochloride, using 6.5 g (25 mmol, 1 eq.) of 2-(1-methoxymethyl)-3-benzyloxy-6-methyl-pyran-4(1H)-one and 4.82 g (75 mmol, 3 eq.) of 70% aqueous ethylamine to yield the pure product 3.7 g (45.7%) after recrystallisation from methanol/diethyl ether, as a white crystalline solid m.p. 114-116° C. The reactants are O=C(C=C(CC1=C(C=C(C(=C1)F)F)F)N)N1CC=2N(CC1)C(=NN2)C(F)(F)F (4-oxo-4-[3-(trifluoromethyl)-5,6-dihydro[1,2,4]triazolo[4,3-a]pyrazin-7(8H)-yl]-1-(2,4,5-trifluorophenyl)but-2-en-2-amine), C1CCOC1 (THF), C1CCOC1 (THF), [BH4-].[Na+] (NaBH4), CS(=O)(=O)O (methanesulfonic acid). Run in CC(C)O (IPA). Run at time 5 hour. Yields the product O=C(CC(CC1=C(C=C(C(=C1)F)F)F)N)N1CC=2N(CC1)C(=NN2)C(F)(F)F (4-oxo-4-[3-(trifluoromethyl)-5,6-dihydro[1,2,4]triazolo[4,3-a]pyrazin-7(8H)-yl]-1-(2,4,5-trifluorophenyl)butan-2-amine). As a reaction SMILES: C1COCC1.[BH4-].[Na+].CS(O)(=O)=O.[O:13]=[C:14]([N:28]1[CH2:33][CH2:32][N:31]2[C:34]([C:37]([F:40])([F:39])[F:38])=[N:35][N:36]=[C:30]2[CH2:29]1)[CH:15]=[C:16]([NH2:27])[CH2:17][C:18]1[CH:23]=[C:22]([F:24])[C:21]([F:25])=[CH:20][C:19]=1[F:26]>CC(O)C>[O:13]=[C:14]([N:28]1[CH2:33][CH2:32][N:31]2[C:34]([C:37]([F:40])([F:39])[F:38])=[N:35][N:36]=[C:30]2[CH2:29]1)[CH2:15][CH:16]([NH2:27])[CH2:17][C:18]1[CH:23]=[C:22]([F:24])[C:21]([F:25])=[CH:20][C:19]=1[F:26] |f:1.2|. Reported procedure: In a 250 mL round bottom flask THF (110 mL) was taken. It was cooled to less than −5° C. and NaBH4 (2.81 g) was added. After that methanesulfonic acid (17.8 g) was added dropwise at less than −5° C. over a period of 1 h. 4-oxo-4-[3-(trifluoromethyl)-5,6-dihydro[1,2,4]triazolo[4,3-a]pyrazin-7(8H)-yl]-1-(2,4,5-trifluorophenyl)but-2-en-2-amine (10.0 g) is mixed in a solvent mixture of THF (25 mL) and IPA (11 mL) and added into the reaction mixture, keeping the temperature below 0° C. It was stirred...